From a dataset of the Open Reaction Database (ORD), a public repository of structured organic reaction records. describe an organic reaction: reactants, conditions, products, and yield RXN SMILES: [C-:12]#[N:13].[CH3:15][CH2:16][OH:17].[Cl:1][c:2]1[c:3]([CH2:10][Cl:11])[c:4]([Cl:9])[cH:5][c:6]([Cl:8])[cH:7]1.[Na+:14].[OH2:18]>>[Cl:1][c:2]1[c:3]([CH2:10][C:12]#[N:13])[c:4]([Cl:9])[cH:5][c:6]([Cl:8])[cH:7]1. The reactants are [C-]#N, CCO, ClCc1c(Cl)cc(Cl)cc1Cl, [Na+], O. Yields the product N#CCc1c(Cl)cc(Cl)cc1Cl.